Task: describe an organic reaction: reactants, conditions, products, and yield. Dataset: the Open Reaction Database (ORD), a public repository of structured organic reaction records The reactants are C(C)(C)(C)OC(N[C@H](C)C(N(C)C)=O)=O (((R)-1-Dimethylcarbamoyl-ethyl)-carbamic acid tert-butyl ester), Cl (HCl). Run in O1CCOCC1 (dioxane). Yields the product Cl.N[C@@H](C(=O)N(C)C)C ((R)-2-amino-N,N-dimethyl-propionamide hydrochloride). As a reaction SMILES: C(OC(=O)[NH:7][C@@H:8]([C:10](=[O:14])[N:11]([CH3:13])[CH3:12])[CH3:9])(C)(C)C.[ClH:16]>O1CCOCC1>[ClH:16].[NH2:7][C@H:8]([CH3:9])[C:10]([N:11]([CH3:13])[CH3:12])=[O:14] |f:3.4|. Procedure details: ((R)-1-Dimethylcarbamoyl-ethyl)-carbamic acid tert-butyl ester (1.1 g, 5.1 mmol) was dissolved in 26 mL of cold 4M HCl in dioxane. After 1.5 h the reaction was evaporated to provide (R)-2-amino-N,N-dimethyl-propionamide hydrochloride which was used without further purification. Reactants: CCOC(=O)CC(=O)OCC, CCCc1ccc(CCCCBr)cc1, CCCc1ccc(CCCCC(CO)CO)cc1, CCCCCC=O. The product is CCCc1ccc(CCCCC(C(=O)OCC)C(=O)OCC)cc1. RXN SMILES: [C:26]([CH2:27][C:28](=[O:29])[O:30][CH2:31][CH3:32])(=[O:33])[O:34][CH2:35][CH3:36].[CH2:37]([c:38]1[cH:39][cH:40][c:41]([CH2:42][CH2:43][CH2:44][CH2:45][Br:46])[cH:47][cH:48]1)[CH2:49][CH3:50].[CH2:8]([CH2:9][CH3:10])[c:11]1[cH:12][cH:13][c:14]([CH2:17][CH2:18][CH2:19][CH2:20][CH:21]([CH2:22][OH:23])[CH2:24][OH:25])[cH:15][cH:16]1.[CH:1](=[O:2])[CH2:3][CH2:4][CH2:5][CH2:6][CH3:7]>>[CH2:8]([CH2:9][CH3:10])[c:11]1[cH:12][cH:13][c:14]([CH2:17][CH2:18][CH2:19][CH2:20][CH:27]([C:26](=[O:33])[O:34][CH2:35][CH3:36])[C:28](=[O:29])[O:30][CH2:31][CH3:32])[cH:15][cH:16]1. The reactants are ice water, Cl (HCl), IC1=CC=C(C=C1)C(F)(F)F (4-iodobenzotrifluoride), CNCCNC (N,N′-dimethylethylenediamine), Cuprous iodide, [O-]P(=O)([O-])[O-].[K+].[K+].[K+] (K3PO4), O1CCOC12CCC1(C(NCC1)=O)CC2 (1,4-Dioxa-10-aza-dispiro[4.2.4.2]tetradecan-9-one). Run in CN(C)C=O (DMF). Reaction conditions: temperature 70 celsius, time 1 hour. Product: FC(C1=CC=C(C=C1)N1C(C2(CC1)CCC(CC2)=O)=O)(F)F (2-(4-Trifluoromethyl-phenyl)-2-aza-spiro[4.5]decane-1,8-dione). The yield is 58.0%. As a reaction SMILES: [O:1]1[C:5]2([CH2:15][CH2:14][C:8]3([CH2:12][CH2:11][NH:10][C:9]3=[O:13])[CH2:7][CH2:6]2)OCC1.I[C:17]1[CH:22]=[CH:21][C:20]([C:23]([F:26])([F:25])[F:24])=[CH:19][CH:18]=1.CNCCNC.[O-]P([O-])([O-])=O.[K+].[K+].[K+].Cl>CN(C=O)C>[F:24][C:23]([F:26])([F:25])[C:20]1[CH:21]=[CH:22][C:17]([N:10]2[CH2:11][CH2:12][C:8]3([CH2:7][CH2:6][C:5](=[O:1])[CH2:15][CH2:14]3)[C:9]2=[O:13])=[CH:18][CH:19]=1 |f:3.4.5.6|. Procedure details: 1,4-Dioxa-10-aza-dispiro[4.2.4.2]tetradecan-9-one (60 mg, obtained in example 121, step 3) was dissolved in DMF (5 mL) at r.t. Then, 4-iodobenzotrifluoride (155 mg, [CAS Reg. No. 455-13-0]), N,N′-dimethylethylenediamine (sym) (50 mg), Cuprous iodide (81 mg) and K3PO4 (181 mg) were added to the reaction mixture. The mixture was heated at 70° C. for 16 hours and at reflux for 2 hours. The reaction mixture was cooled, poured into ice/water and HCl (2M, 50 mL) was added to the mixture. Stirring was ... Starting materials: [Na] (sodium), C(CCCCCCC)C(C(=O)OCC)C(=O)OCC (diethyl 2-octylmalonate), NC(=O)N (urea). Run in C(C)O (ethanol), C(C)O (ethanol). Conditions: time 2 hour. The product is C(CCCCCCC)C1C(NC(NC1=O)=O)=O (5-Octylbarbituric Acid). The yield is 75.7%. Reaction SMILES: [Na].[CH2:2]([CH:10]([C:16]([O:18]CC)=O)[C:11]([O:13]CC)=O)[CH2:3][CH2:4][CH2:5][CH2:6][CH2:7][CH2:8][CH3:9].[NH2:21][C:22]([NH2:24])=[O:23]>C(O)C>[CH2:2]([CH:10]1[C:11](=[O:13])[NH:24][C:22](=[O:23])[NH:21][C:16]1=[O:18])[CH2:3][CH2:4][CH2:5][CH2:6][CH2:7][CH2:8][CH3:9] |^1:0|. Reported procedure: To a solution of sodium (5.32 g) in 400 ml of anhydrous ethanol is added a solution of diethyl 2-octylmalonate (31.5 g) in 50 ml of ethanol and successively 10.27 g of urea, then the mixture is refluxed for 2 hours 30 minutes. The mixture is rapidly cooled to room temperature and the solid which was formed is recovered by filtration and washed with diethyl ether. The solid is then dissolved in 200 ml of water and acidified with 6 N hydrochloric acid until pH 1.5-2 is reached. A solid separates. ...